Dataset: the Open Reaction Database (ORD), a public repository of structured organic reaction records. Task: describe an organic reaction: reactants, conditions, products, and yield Starting materials: S(O)(O)(=O)=O (sulfuric acid), C1(=CC=CC=C1)NN (phenylhydrazine), [N+](=O)([O-])C[C@H](O)[C@H](O)[C@@H](O)[C@@H](O)CO (1-Deoxy-1-nitro-L-mannitol), C(O)([O-])=O.[Na+] (sodium hydrogen carbonate). The solvent is O (water), O (water), C(C)(=O)O (acetic acid), [OH-].[Na+] (sodium hydroxide). Conditions: time 8 hour. The product is C1(=CC=CC=C1)NN=C[C@H](O)[C@H](O)[C@@H](O)[C@@H](O)CO (L-mannose phenylhydrazone). As a reaction SMILES: [N+:1]([CH2:4][C@@H:5]([C@@H:7]([C@H:9]([C@H:11]([CH2:13][OH:14])[OH:12])[OH:10])[OH:8])[OH:6])([O-])=O.S(=O)(=O)(O)O.C(=O)([O-])O.[Na+].[C:25]1([NH:31]N)[CH:30]=[CH:29][CH:28]=[CH:27][CH:26]=1>[OH-].[Na+].O.C(O)(=O)C>[C:25]1([NH:31][N:1]=[CH:4][C@@H:5]([C@@H:7]([C@H:9]([C@H:11]([CH2:13][OH:14])[OH:12])[OH:10])[OH:8])[OH:6])[CH:30]=[CH:29][CH:28]=[CH:27][CH:26]=1 |f:2.3,5.6|. Procedure details: 1-Deoxy-1-nitro-L-mannitol (20 g.) was dissolved in 2 N sodium hydroxide (60 ml.), and the solution was immediately added dropwise to a stirred solution of sulfuric acid (30 ml.) in water (36 ml.) at room temperature. Some cooling (ice bath) was used to keep the reaction mixture at 22°±5°. The solution was then diluted to 400 ml. with water, just neutralized with solid sodium hydrogen carbonate, and a solution of phenylhydrazine (12 ml.) in glacial acetic acid (28 ml.) added. The mixture was sti... The reactants are COC(=O)C(C)(C)c1ccc(C#Cc2cc(O)c3c(c2)C(C)(C)CC(C)(C)O3)cc1, CO, [K+], C1CCOC1, [OH-]. The product is CC1(C)CC(C)(C)c2cc(C#Cc3ccc(C(C)(C)C(=O)O)cc3)cc(O)c2O1. RXN SMILES: [CH3:1][O:2][C:3]([C:4]([CH3:5])([CH3:6])[c:7]1[cH:8][cH:9][c:10]([C:13]#[C:14][c:15]2[cH:16][c:17]3[c:22]([c:23]([OH:25])[cH:24]2)[O:21][C:20]([CH3:26])([CH3:27])[CH2:19][C:18]3([CH3:28])[CH3:29])[cH:11][cH:12]1)=[O:30].[CH3:33][OH:34].[K+:32].[O:35]1[CH2:36][CH2:37][CH2:38][CH2:39]1.[OH-:31]>>[O:2]=[C:3]([C:4]([CH3:5])([CH3:6])[c:7]1[cH:8][cH:9][c:10]([C:13]#[C:14][c:15]2[cH:16][c:17]3[c:22]([c:23]([OH:25])[cH:24]2)[O:21][C:20]([CH3:26])([CH3:27])[CH2:19][C:18]3([CH3:28])[CH3:29])[cH:11][cH:12]1)[OH:30].